Task: describe an organic reaction: reactants, conditions, products, and yield. Dataset: the Open Reaction Database (ORD), a public repository of structured organic reaction records The reactants are CCCCCCN1CCC(C)(c2cccc(N=C(c3ccccc3)c3ccccc3)c2)CC1, Cl, C1CCOC1. Product: CCCCCCN1CCC(C)(c2cccc(N)c2)CC1. Reaction SMILES: [CH2:1]([CH2:2][CH2:3][CH2:4][CH2:5][CH3:6])[N:7]1[CH2:8][CH2:9][C:10]([c:13]2[cH:14][c:15]([N:19]=[C:20]([c:21]3[cH:22][cH:23][cH:24][cH:25][cH:26]3)[c:27]3[cH:28][cH:29][cH:30][cH:31][cH:32]3)[cH:16][cH:17][cH:18]2)([CH3:33])[CH2:11][CH2:12]1.[ClH:34].[O:35]1[CH2:36][CH2:37][CH2:38][CH2:39]1>>[CH2:1]([CH2:2][CH2:3][CH2:4][CH2:5][CH3:6])[N:7]1[CH2:8][CH2:9][C:10]([c:13]2[cH:14][c:15]([NH2:19])[cH:16][cH:17][cH:18]2)([CH3:33])[CH2:11][CH2:12]1.